Dataset: the Open Reaction Database (ORD), a public repository of structured organic reaction records. Task: describe an organic reaction: reactants, conditions, products, and yield The reactants are [Si](C)(C)(C(C)(C)C)OCCCCCOCC=1C(=CC=2C(CCC(C2C1)(C)C)(C)C)[Se]C#CC(=CC(=O)O)C (5-[3-[5-(tert-butyldimethylsilanyloxy)pentyloxymethyl]-5,5,8,8-tetramethyl-5,6,7,8-tetrahydronaphthalen-2-ylselenyl]-3-methylpent-2-en-4-ynoic Acid), [F-].C(CCC)[N+](CCCC)(CCCC)CCCC (tetra-n-butylammonium fluoride), C1CCOC1 (THF), C1CCOC1 (THF), Cl (HCl), C(C)OCC (ethyl ether). The product is OCCCCCOC=1C(=CC=2C(CCC(C2C1)(C)C)(C)C)[Se]C#CC(=CC(=O)OCC)C (Ethyl 5-[3-(5-hydroxypentyloxy)-5,5,8,8-tetramethyl-5,6,7,8-tetrahydronaphthalen-2-ylselenyl]-3-methylpent-2-en-4-ynoate). Reaction SMILES: [Si](OCCCCCOCC1[C:17]([Se:30][C:31]#[C:32][C:33]([CH3:38])=[CH:34][C:35]([OH:37])=[O:36])=[CH:18][C:19]2[C:20]([CH3:29])([CH3:28])[CH2:21][CH2:22][C:23]([CH3:27])([CH3:26])[C:24]=2C=1)(C(C)(C)C)(C)C.[F-].[CH2:40]([N+](CCCC)(CCCC)CCCC)[CH2:41]CC.Cl.[CH2:58]([O:60][CH2:61][CH3:62])[CH3:59].[CH2:63]1C[O:66][CH2:65][CH2:64]1>>[OH:66][CH2:65][CH2:64][CH2:63][CH2:59][CH2:58][O:60][C:61]1[C:17]([Se:30][C:31]#[C:32][C:33]([CH3:38])=[CH:34][C:35]([O:37][CH2:40][CH3:41])=[O:36])=[CH:18][C:19]2[C:20]([CH3:28])([CH3:29])[CH2:21][CH2:22][C:23]([CH3:27])([CH3:26])[C:24]=2[CH:62]=1 |f:1.2|. Procedure details: A mixture of the product of Example 43 (105 mg, 177 μmol), a 1M THF solution of tetra-n-butylammonium fluoride (770 μl) in THF is stirred at room temperature for 6 h. The reaction medium is treated with 1N HCl solution and ethyl ether. After separation of the phases by settling, the organic phase is washed with water, dried over anhydrous magnesium sulphate and concentrated. The product is purified by crystallization from a mixture of heptane and ethyl ether. Mass: 48 mg, yellowish powder. m.p.=... Reactants: CC(CCCCBr)(COC1CCCCO1)c1ccccc1, CC(CO)(CCCBr)c1ccccc1, C1=COCCC1, ClCCl, O, Cc1ccc(S(=O)(=O)O)cc1. The product is CC(CCCBr)(COC1CCCCO1)c1ccccc1. As a reaction SMILES: [Br:1][CH2:2][CH2:3][CH2:4][CH2:5][C:6]([CH2:7][O:8][CH:9]1[O:10][CH2:11][CH2:12][CH2:13][CH2:14]1)([c:15]1[cH:16][cH:17][cH:18][cH:19][cH:20]1)[CH3:21].[Br:22][CH2:23][CH2:24][CH2:25][C:26]([CH3:27])([c:28]1[cH:29][cH:30][cH:31][cH:32][cH:33]1)[CH2:34][OH:35].[CH2:36]1[CH2:37][CH:38]=[CH:39][O:40][CH2:41]1.[Cl:54][CH2:55][Cl:56].[OH2:42].[c:43]1([CH3:44])[cH:45][cH:46][c:47]([S:48]([OH:49])(=[O:50])=[O:51])[cH:52][cH:53]1>>[CH2:3]([CH2:4][CH2:5][C:6]([CH2:7][O:8][CH:9]1[O:10][CH2:11][CH2:12][CH2:13][CH2:14]1)([c:15]1[cH:16][cH:17][cH:18][cH:19][cH:20]1)[CH3:21])[Br:22]. Starting materials: CN1C(=CC=C1[N+](=O)[O-])C(=O)OC (methyl N-methyl-5-nitro-2-pyrrolecarboxylate). The reagents and catalysts are [Pd] (palladium on carbon). Run in CO (methanol). Run at time 2 hour. The product is CN1C(=CC=C1N)C(=O)OC (methyl N-methyl-5-amino-2-pyrrolecarboxylate). As a reaction SMILES: [CH3:1][N:2]1[C:6]([N+:7]([O-])=O)=[CH:5][CH:4]=[C:3]1[C:10]([O:12][CH3:13])=[O:11]>[Pd].CO>[CH3:1][N:2]1[C:6]([NH2:7])=[CH:5][CH:4]=[C:3]1[C:10]([O:12][CH3:13])=[O:11]. Reported procedure: 1.31 g (7.4 mmol) of methyl N-methyl-5-nitro-2-pyrrolecarboxylate, 400 mg of palladium on carbon (10%) and 50 ml of methanol were introduced into a reactor. The mixture was hydrogenated at room temperature and at a pressure of 7 bar for 2 hours. The catalyst was filtered, washed twice with 25 ml of methanol and the filtrates evaporated. 1.1 g (100%) of the expected amine was recovered in the form of a dark red oil. Run in CCOC(=O)C (EtOAc), CN(C)C1CCCCC1 (N,N-dimethylcyclohexylamine), CCCCCC (n-hexane). As a reaction SMILES: [O:1]=[CH:2][C:3]1[CH:11]=[CH:10][C:8](O)=[C:5]([O:6][CH3:7])[CH:4]=1.[CH3:12][N:13]([CH3:18])[S:14](Cl)(=[O:16])=[O:15].CCOC(C)=O.CCCCCC>CN(C1CCCCC1)C.CCOC(C)=O.CCCCCC>[CH3:12][N:13]([CH3:18])[S:14]([C:8]1[CH:10]=[CH:11][C:3]([CH:2]=[O:1])=[CH:4][C:5]=1[O:6][CH3:7])(=[O:16])=[O:15] |f:2.3|. The product is CN(S(=O)(=O)C1=C(C=C(C=O)C=C1)OC)C (4-(N,N-Dimethylsulfamoyl)-3-methoxybenzaldehyde). Conditions: time 4 hour. Procedure details: To a solution of vanillin (4.56 g, 30 mmol) in N,N-dimethylcyclohexylamine (30 mL) at 80-90° C., was added N,N-dimethylsulfamoyl chloride (3.79 mL, 35.27 mmol). The mixture was stirred at this temperature for 4 h, transferred to a separating funnel and diluted with EtOAc (100 mL). The organic layer was washed with water (2×200 mL), 6M HCl (aq.) (200 mL), brine (2×200 mL), dried (Na2SO4) and filtered. Concentration in vacuo of the combined filtrates gave a golden-yellow oil which solidified on st... Starting materials: O=CC1=CC(OC)=C(O)C=C1 (vanillin), CN(S(=O)(=O)Cl)C (N,N-dimethylsulfamoyl chloride), CCOC(=O)C.CCCCCC (EtOAc n-hexane). Starting materials: CC(=O)Oc1ccc(CO)cc1, Cc1ccccc1, O=C(Cl)Cl. Product: CC(=O)Oc1ccc(CC(=O)Cl)cc1. RXN SMILES: [C:5]([CH3:6])(=[O:7])[O:8][c:9]1[cH:10][cH:11][c:12]([CH2:15][OH:16])[cH:13][cH:14]1.[CH3:17][c:18]1[cH:19][cH:20][cH:21][cH:22][cH:23]1.[Cl:1][C:2]([Cl:3])=[O:4]>>[Cl:1][C:2](=[O:4])[CH2:15][c:12]1[cH:11][cH:10][c:9]([O:8][C:5]([CH3:6])=[O:7])[cH:14][cH:13]1.